This data is from the Open Reaction Database (ORD), a public repository of structured organic reaction records. The task is: describe an organic reaction: reactants, conditions, products, and yield The reactants are Cl.C(C)(=O)C(O)(C[N+](C)(C)C)CC([O-])=O (acetyl carnitine hydrochloride), C(C(=O)Cl)(=O)Cl (oxalyl chloride). Conditions: time 2 hour. Yields the product acid chloride, C(C)(=O)C(O)(C[N+](C)(C)C)CC([O-])=O (acetyl carnitine). Reaction SMILES: Cl.[C:2]([C:5]([CH2:12][C:13](=[O:15])[O-:14])([CH2:7][N+:8]([CH3:11])([CH3:10])[CH3:9])[OH:6])(=[O:4])[CH3:3].C(Cl)(=O)C(Cl)=O>>[C:2]([C:5]([CH2:12][C:13](=[O:14])[O-:15])([CH2:7][N+:8]([CH3:9])([CH3:11])[CH3:10])[OH:6])(=[O:4])[CH3:3] |f:0.1|. Procedure: To acetyl carnitine hydrochloride (1.2 g; 0.005 moles) oxalyl chloride (2.5 ml; 0.029 moles) was added and the resulting mixture was kept under stirring at room temperature for 2 hours. The mixture was then dried under vacuum, the residue was washed three times with anhydrous ethyl ether, thus obtaining the acid chloride of acetyl carnitine which was used as such in the next step. Run at temperature 125 celsius. Product: CC1=C(C=2N(N=C1SC)C(=C(N2)C2=CC=C(C=C2)C2(CCC2)NC(OC(C)(C)C)=O)C2=CC=CC=C2)C (tert-Butyl (1-{4-[7,8-dimethyl-6-(methylsulfanyl)-3-phenyl-imidazo[1,2-b]pyridazin-2-yl]phenyl}cyclobutyl)carbamate). Isolated yield 19.0%. The reactants are BrC(C(=O)C1=CC=C(C=C1)C1(CCC1)NC(OC(C)(C)C)=O)C1=CC=CC=C1 (tert-butyl (1-{4-[bromo(phenyl)acetyl]phenyl}cyclobutyl)carbamate), CC1=C(N=NC(=C1C)SC)N (4,5-dimethyl-6-(methylsulfanyl)-pyridazin-3-amine), C(C)(C)N(C(C)C)CC (N,N-diisopropylethylamine). Solvent: C(CCC)#N (butyronitrile). Reaction SMILES: Br[CH:2]([C:23]1[CH:28]=[CH:27][CH:26]=[CH:25][CH:24]=1)[C:3]([C:5]1[CH:10]=[CH:9][C:8]([C:11]2([NH:15][C:16](=[O:22])[O:17][C:18]([CH3:21])([CH3:20])[CH3:19])[CH2:14][CH2:13][CH2:12]2)=[CH:7][CH:6]=1)=O.[CH3:29][C:30]1[C:35]([CH3:36])=[C:34]([S:37][CH3:38])[N:33]=[N:32][C:31]=1[NH2:39].C(N(CC)C(C)C)(C)C>C(#N)CCC>[CH3:36][C:35]1[C:34]([S:37][CH3:38])=[N:33][N:32]2[C:2]([C:23]3[CH:28]=[CH:27][CH:26]=[CH:25][CH:24]=3)=[C:3]([C:5]3[CH:10]=[CH:9][C:8]([C:11]4([NH:15][C:16](=[O:22])[O:17][C:18]([CH3:21])([CH3:20])[CH3:19])[CH2:14][CH2:13][CH2:12]4)=[CH:7][CH:6]=3)[N:39]=[C:31]2[C:30]=1[CH3:29]. Reported procedure: A mixture of crude tert-butyl (1-{4-[bromo(phenyl)acetyl]phenyl}cyclobutyl)carbamate [that was prepared in a manner analgous to that described for Intermediate Example Int-1-A] (540 mg, ˜80% purity, 0.970 mmol, 1.0 eq), 4,5-dimethyl-6-(methylsulfanyl)-pyridazin-3-amine (that was prepared in a manner analgous to that described for Intermediate Example Int-35, Step 1, 181 mg, ˜50% purity, 1.07 mmol, 1.1 eq) and N,N-diisopropylethylamine (170 μL, 0.970 mmol, 1.1 eq) in butyronitrile (4.7 mL) was he... Reactants: C(C)(C)(C)OC(=O)NCCCC[C@@H](C(=O)O)N1N=NC(=C1)[C@](C)(C(C)C)NC(=O)C1=CSC=C1 ((S)-6-((tert-butoxycarbonyl)amino)-2-(4-((S)-3-methyl-2-(thiophene-3-carboxamido)butan-2-yl)-1H-1,2,3-triazol-1-yl)hexanoic acid), CN1CCOCC1 (N-methylmorpholine), ClC(=O)OCC(C)C (isobutyl chloroformate), [N+](=[N-])=C (diazomethane), Cl (HCl). Run in C1CCOC1 (THF), O (water), C(C)(=O)OCC (ethyl acetate), C(C)(=O)O (acetic acid). Run at time 1 hour. The product is ClCC([C@H](CCCCNC(OC(C)(C)C)=O)N1N=NC(=C1)[C@](C)(C(C)C)NC(=O)C1=CSC=C1)=O (tert-butyl ((S)-7-chloro-5-(4-((S)-3-methyl-2-(thiophene-3-carboxamido)butan-2-yl)-1H-1,2,3-triazol-1-yl)-6-oxoheptyl)carbamate). Reaction SMILES: [C:1]([O:5][C:6]([NH:8][CH2:9][CH2:10][CH2:11][CH2:12][C@H:13]([N:17]1[CH:21]=[C:20]([C@@:22]([NH:27][C:28]([C:30]2[CH:34]=[CH:33][S:32][CH:31]=2)=[O:29])([CH:24]([CH3:26])[CH3:25])[CH3:23])[N:19]=[N:18]1)[C:14](O)=[O:15])=[O:7])([CH3:4])([CH3:3])[CH3:2].CN1CCOCC1.[Cl:42][C:43](OCC(C)C)=O.[N+](=C)=[N-].Cl>C1COCC1.O.C(OCC)(=O)C.C(O)(=O)C>[Cl:42][CH2:43][C:14](=[O:15])[C@@H:13]([N:17]1[CH:21]=[C:20]([C@@:22]([NH:27][C:28]([C:30]2[CH:34]=[CH:33][S:32][CH:31]=2)=[O:29])([CH:24]([CH3:26])[CH3:25])[CH3:23])[N:19]=[N:18]1)[CH2:12][CH2:11][CH2:10][CH2:9][NH:8][C:6](=[O:7])[O:5][C:1]([CH3:2])([CH3:4])[CH3:3]. Procedure: To a stirred solution of carboxylic acid 9 (50 mg, 100.9 μmol) in 5 ml dry THF under argon atmosphere at −60° C. was added N-methylmorpholine (14 μl, 126.3 μmol, 1.25 equiv.) and isobutyl chloroformate (14.9 μl, 116.7 μmol, 1.15 equiv.). After 30 min an etheral solution of diazomethane (0.95 ml 0.6 M, 0.57 mmol, 5.6 equiv.) was added to above solution at −60° C. and the reaction mixture was stirred for 1 hr. A 1:1 solution of conc. HCl and glacial acetic acid was added dropwise to the reaction m... The reactants are N\C(=C(/C(N)=S)\C#N)\C1=CC=C(C=C1)[N+](=O)[O-] ((2Z)-3-amino-2-cyano-3-(4-nitrophenyl)prop-2-enethioamide), OO (H2O2), ice water. Run in C(C)O (ethanol). Reaction conditions: time 8 hour. Product: NC1=C(C(=NS1)C1=CC=C(C=C1)[N+](=O)[O-])C#N (5-amino-3-(4-nitrophenyl)isothiazole-4-carbonitrile). The yield is 96.5%. RXN SMILES: [NH2:1]/[C:2](/[C:9]1[CH:14]=[CH:13][C:12]([N+:15]([O-:17])=[O:16])=[CH:11][CH:10]=1)=[C:3](/[C:7]#[N:8])\[C:4](=[S:6])[NH2:5].OO>C(O)C>[NH2:5][C:4]1[S:6][N:1]=[C:2]([C:9]2[CH:14]=[CH:13][C:12]([N+:15]([O-:17])=[O:16])=[CH:11][CH:10]=2)[C:3]=1[C:7]#[N:8]. Procedure: A suspension of Example 96D (23 g, 9.26 mmol) in ethanol (100 mL) was treated with 31% H2O2 (2 mL, 1.85 mmol), stirred at room temperature overnight, poured into ice water, and filtered. The filter cake was washed with water and dried to provide 2.2 g (96% yield) of the desired product. MS(ESI(−)) m/e 245 (M−H)−.